From a dataset of the Open Reaction Database (ORD), a public repository of structured organic reaction records. describe an organic reaction: reactants, conditions, products, and yield The reactants are C(OC)([O-])=O.[Mg+2].COC([O-])=O (Magnesium methyl carbonate), HCl ice, CC(C=CC(C)=O)=CC1=CC=CC=C1 (5-methyl-6-phenyl-3,5-hexadien-2-one), N=1CCCCC1 (2,3,4,5-tetrahydropyridine). Solvent: CO (methanol). Conditions: temperature 120 celsius, time 4 hour. Yields the product CC(C=CC(CC1NCCCC1)=O)=CC1=CC=CC=C1 (5-Methyl-6-phenyl-1-(2-piperidyl)-3,5-hexadien-2-one). The yield is 48.0%. RXN SMILES: C(=O)([O-])OC.[Mg+2].COC(=O)[O-].[CH3:12][C:13](=[CH:19][C:20]1[CH:25]=[CH:24][CH:23]=[CH:22][CH:21]=1)[CH:14]=[CH:15][C:16](=[O:18])[CH3:17].[N:26]1[CH2:27][CH2:28][CH2:29][CH2:30][CH:31]=1>CO>[CH3:12][C:13](=[CH:19][C:20]1[CH:25]=[CH:24][CH:23]=[CH:22][CH:21]=1)[CH:14]=[CH:15][C:16](=[O:18])[CH2:17][CH:31]1[CH2:30][CH2:29][CH2:28][CH2:27][NH:26]1 |f:0.1.2|. Reported procedure: Magnesium methyl carbonate (1.2 moles, 2 N in dimethylformamide) is heated to 120°C. under an atmosphere of carbon dioxide. The compound 5-methyl-6-phenyl-3,5-hexadien-2-one, 53.0 g (0.285 mole) is added and the mixture is stirred at 120°C. for a period of 4 hours under a stream of nitrogen while permitting the methanol that forms to escape. The mixture is allowed to cool under an atmosphere of carbon dioxide and 57.0 g (0.68 mole) of 2,3,4,5-tetrahydropyridine (as α-tripiperidein) is added and ... Starting materials: CCOC(=O)C(=O)c1cn(Cc2ccccc2)c2ccc(-c3ccc(C(C)=O)cc3)cc12, C1CCOC1, [K+], [OH-], O. Yields the product CC(=O)c1ccc(-c2ccc3c(c2)c(C(=O)C(=O)O)cn3Cc2ccccc2)cc1. Reaction SMILES: [C:1]([CH3:2])(=[O:3])[c:4]1[cH:5][cH:6][c:7](-[c:10]2[cH:11][c:12]3[c:13]([C:26]([C:27](=[O:28])[O:29][CH2:30][CH3:31])=[O:32])[cH:14][n:15]([CH2:19][c:20]4[cH:21][cH:22][cH:23][cH:24][cH:25]4)[c:16]3[cH:17][cH:18]2)[cH:8][cH:9]1.[CH2:35]1[O:36][CH2:37][CH2:38][CH2:39]1.[K+:34].[OH-:33].[OH2:40]>>[C:1]([CH3:2])(=[O:3])[c:4]1[cH:5][cH:6][c:7](-[c:10]2[cH:11][c:12]3[c:13]([C:26]([C:27](=[O:28])[OH:29])=[O:32])[cH:14][n:15]([CH2:19][c:20]4[cH:21][cH:22][cH:23][cH:24][cH:25]4)[c:16]3[cH:17][cH:18]2)[cH:8][cH:9]1. The reactants are NCP(O)(O)=O (Aminomethylphosphonic acid), O.C(C=O)(=O)O (Glyoxylic acid hydrate). Run in O (water). Yields the product C(C(=O)O)NCP(=O)(O)O (glyphosate). Yield: 76.1%. As a reaction SMILES: [NH2:1][CH2:2][P:3](=[O:6])([OH:5])[OH:4].O.[C:8]([OH:12])(=[O:11])[CH:9]=O>O>[CH2:9]([NH:1][CH2:2][P:3]([OH:5])([OH:4])=[O:6])[C:8]([OH:12])=[O:11] |f:1.2|. Procedure: Aminomethylphosphonic acid (5.50 g, 0.05 mol) was dissolved in 50 ml of water maintained at 95°-100° C. Glyoxylic acid hydrate (9.70 g, 0.105 mol) was added in one portion. After 8 hours of reaction time, the water was removed on a rotary evaporator to afford a brown semisolid. Trituration of this semisolid with a small amount of water followed by filtration afforded 6.43 grams of glyphosate as a crude white solid. An additional 1.60 grams of glyphosate was recovered by chromatography of the mot... The reactants are ClC1=CC=CC(=N1)O (6-chloro-2-pyridinol), [H-].[Na+] (sodium hydride), C(C)OCCl (Chloromethyl ethyl ether). The solvent is C(Cl)Cl (methylene chloride). Reaction conditions: time 5 minute. Product: ClC1=NC(=CC=C1)OCOCC (2-chloro-6-(ethoxymethoxy)pyridine). Yield: 41.5%. RXN SMILES: [Cl:1][C:2]1[N:7]=[C:6]([OH:8])[CH:5]=[CH:4][CH:3]=1.[H-].[Na+].[CH2:11]([O:13][CH2:14]Cl)[CH3:12]>C(Cl)Cl>[Cl:1][C:2]1[CH:3]=[CH:4][CH:5]=[C:6]([O:8][CH2:14][O:13][CH2:11][CH3:12])[N:7]=1 |f:1.2|. Procedure details: To a solution of 13.4 g (0.1 mol) of 6-chloro-2-pyridinol in 200 mL methylene chloride at -23° C. was added 3 g sodium hydride (80%, 0.1 mol) slowly, and stirring was continued for 5 min. 10 mL of Chloromethyl ethyl ether (0.11 mol) was added dropwise at -23° C. After stirring for 15 min. at -23° C., and an additional 1 hr at room temperature, the reaction was quenched with 50 mL of water. The mixture was extracted with two 50 mL portions of methylene chloride, and the combined organic layers we... Reactants: C1CCNCC1, Cc1ccccc1, O=Cc1cccc(-c2ccccc2OC(F)(F)F)c1, O=C1COC(=O)N1, O=C(O)c1ccccc1. Yields the product O=C1NC(=O)C(=Cc2cccc(-c3ccccc3OC(F)(F)F)c2)O1. RXN SMILES: [CH2:27]1[CH2:28][CH2:29][NH:30][CH2:31][CH2:32]1.[CH3:42][c:43]1[cH:44][cH:45][cH:46][cH:47][cH:48]1.[CH:1](=[O:2])[c:3]1[cH:4][c:5](-[c:9]2[c:10]([O:15][C:16]([F:17])([F:18])[F:19])[cH:11][cH:12][cH:13][cH:14]2)[cH:6][cH:7][cH:8]1.[O:20]1[C:21](=[O:26])[NH:22][C:23](=[O:25])[CH2:24]1.[OH:33][C:34]([c:35]1[cH:36][cH:37][cH:38][cH:39][cH:40]1)=[O:41]>>[CH:1]([c:3]1[cH:4][c:5](-[c:9]2[c:10]([O:15][C:16]([F:17])([F:18])[F:19])[cH:11][cH:12][cH:13][cH:14]2)[cH:6][cH:7][cH:8]1)=[C:24]1[O:20][C:21](=[O:26])[NH:22][C:23]1=[O:25]. Starting materials: C(#N)CCOC(=O)NCCCCCO[C@H]1[C@@H](O[C@@H]([C@]1(O)[Si](C1=CC=CC=C1)(C1=CC=CC=C1)C(C)(C)C)COC(C1=CC=C(C=C1)OC)(C1=CC=C(C=C1)OC)C1=CC=CC=C1)N1C=NC=2C(N)=NC=NC12 (2′-O-[N-cyanoethoxycarbonyl-(5-aminopentyl)]-5′-O-(4,4′-dimethoxytrityl)-3′-tert-butyldiphenylsilyl-adenosine), C(C1=CC=CC=C1)(=O)C1=NN=NN1 (benzoyl-tetrazole), CC(=O)C.C(Cl)Cl (CH3COCH3 CH2Cl2). The solvent is CCOC(=O)C (EtOAc). Product: C(C1=CC=CC=C1)(=O)NC=1C=2N=CN([C@H]3[C@H](OCCCCCNC(=O)OCCC#N)[C@](O)([C@@H](COC(C4=CC=C(C=C4)OC)(C4=CC=C(C=C4)OC)C4=CC=CC=C4)O3)[Si](C3=CC=CC=C3)(C3=CC=CC=C3)C(C)(C)C)C2N=CN1 (N6-Benzoyl-2′-O-[N-cyanoethoxycarbonyl-(5-aminopentyl)]-5′-O-(4,4′-dimethoxytrityl)-3′-tert-butyldiphenylsilyl-adenosine). As a reaction SMILES: [C:1]([CH2:3][CH2:4][O:5][C:6]([NH:8][CH2:9][CH2:10][CH2:11][CH2:12][CH2:13][O:14][C@@H:15]1[C@:19]([Si:21]([C:34]([CH3:37])([CH3:36])[CH3:35])([C:28]2[CH:33]=[CH:32][CH:31]=[CH:30][CH:29]=2)[C:22]2[CH:27]=[CH:26][CH:25]=[CH:24][CH:23]=2)([OH:20])[C@@H:18]([CH2:38][O:39][C:40]([C:57]2[CH:62]=[CH:61][CH:60]=[CH:59][CH:58]=2)([C:49]2[CH:54]=[CH:53][C:52]([O:55][CH3:56])=[CH:51][CH:50]=2)[C:41]2[CH:46]=[CH:45][C:44]([O:47][CH3:48])=[CH:43][CH:42]=2)[O:17][C@H:16]1[N:63]1[C:72]2[N:71]=[CH:70][N:69]=[C:67]([NH2:68])[C:66]=2[N:65]=[CH:64]1)=[O:7])#[N:2].[C:73](C1NN=NN=1)(=[O:80])[C:74]1[CH:79]=[CH:78][CH:77]=[CH:76][CH:75]=1.CC(C)=O.C(Cl)Cl>CCOC(C)=O>[C:73]([NH:68][C:67]1[C:66]2[N:65]=[CH:64][N:63]([C:72]=2[N:71]=[CH:70][N:69]=1)[C@@H:16]1[O:17][C@H:18]([CH2:38][O:39][C:40]([C:57]2[CH:58]=[CH:59][CH:60]=[CH:61][CH:62]=2)([C:41]2[CH:46]=[CH:45][C:44]([O:47][CH3:48])=[CH:43][CH:42]=2)[C:49]2[CH:54]=[CH:53][C:52]([O:55][CH3:56])=[CH:51][CH:50]=2)[C@@:19]([Si:21]([C:34]([CH3:35])([CH3:36])[CH3:37])([C:22]2[CH:27]=[CH:26][CH:25]=[CH:24][CH:23]=2)[C:28]2[CH:29]=[CH:30][CH:31]=[CH:32][CH:33]=2)([OH:20])[C@H:15]1[O:14][CH2:13][CH2:12][CH2:11][CH2:10][CH2:9][NH:8][C:6]([O:5][CH2:4][CH2:3][C:1]#[N:2])=[O:7])(=[O:80])[C:74]1[CH:79]=[CH:78][CH:77]=[CH:76][CH:75]=1 |f:2.3|. Reported procedure: A solution of compound 54 (0.25 g, 0.25 mmol) and benzoyl-tetrazole (0.09 g, 0.50 mmol) in anhydrous CH2CN (0.5 mL) was stirred in a preheated bath at 65° C. for 1.5 h. After this time, the TLC (10% CH3COCH3/CH2Cl2) that the reaction was complete. The reaction mixture was cooled to room temperature and taken up in EtOAc (30 mL) washed with aq saturated sodium bicarbonate solution (2×15 mL) and water (15 mL) dried over anhydrous Na2SO4. Solvent was removed under reduced pressure and the residue w... Starting materials: CCN(C(C)C)C(C)C, CC(C)(C)OC(=O)NC1(C(=O)NC(Cc2ccc(-c3ccc(C#N)cc3)cc2)C(N)=O)CCOCC1, CN(C)C=O. Reaction SMILES: [CH:37]([N:38]([CH:39]([CH3:40])[CH3:41])[CH2:42][CH3:43])([CH3:44])[CH3:45].[NH2:1][C:2]([CH:3]([CH2:4][c:5]1[cH:6][cH:7][c:8](-[c:11]2[cH:12][cH:13][c:14]([C:17]#[N:18])[cH:15][cH:16]2)[cH:9][cH:10]1)[NH:19][C:20](=[O:21])[C:22]1([NH:28][C:29]([O:30][C:31]([CH3:32])([CH3:33])[CH3:34])=[O:35])[CH2:23][CH2:24][O:25][CH2:26][CH2:27]1)=[O:36].[O:46]=[CH:47][N:48]([CH3:49])[CH3:50]>>[N:1]#[C:2][CH:3]([CH2:4][c:5]1[cH:6][cH:7][c:8](-[c:11]2[cH:12][cH:13][c:14]([C:17]#[N:18])[cH:15][cH:16]2)[cH:9][cH:10]1)[NH:19][C:20](=[O:21])[C:22]1([NH:28][C:29]([O:30][C:31]([CH3:32])([CH3:33])[CH3:34])=[O:35])[CH2:23][CH2:24][O:25][CH2:26][CH2:27]1. Yields the product CC(C)(C)OC(=O)NC1(C(=O)NC(C#N)Cc2ccc(-c3ccc(C#N)cc3)cc2)CCOCC1.